This data is from the Open Reaction Database (ORD), a public repository of structured organic reaction records. The task is: describe an organic reaction: reactants, conditions, products, and yield Reactants: OP(=O)(O)O (H3PO4), C#N (HCN), O=C1C=C(CC(C)(C)C1)C (isophorone), COC([O-])=O.C(C)[N+](C)(CC)CC (triethylmethylammonium methylcarbonate), mixture, C#N (HCN), O=C1C=C(CC(C)(C)C1)C (isophorone). Conditions: time 120 minute. The product is O=C1C=C(CC(C)(C)C1)C (isophorone), C(#N)C1(CC(CC(C1)(C)C)=O)C (3-cyano-3,5,5-trimethylcyclohexanone). RXN SMILES: [O:1]=[C:2]1[CH2:9][C:6]([CH3:8])([CH3:7])[CH2:5][C:4]([CH3:10])=[CH:3]1.COC(=O)[O-].C([N+](CC)(CC)C)C.[CH:24]#[N:25].OP(O)(O)=O>>[O:1]=[C:2]1[CH2:9][C:6]([CH3:8])([CH3:7])[CH2:5][C:4]([CH3:10])=[CH:3]1.[C:24]([C:4]1([CH3:10])[CH2:5][C:6]([CH3:8])([CH3:7])[CH2:9][C:2](=[O:1])[CH2:3]1)#[N:25] |f:1.2|. Procedure: To 622 g (4.5 mol) of isophorone in the presence of 4 g (0.021 mol) of triethylmethylammonium methylcarbonate there are added 288.3 g of a mixture of 3 mol of HCN and 1.5 mol of isophorone, over a period of 120 min and at a reaction temperature of 120° C. The HCN conversion at the end of the reaction is 99.9%. Following neutralization with 2.4g of H3PO4 the mixture is distilled. There are obtained 424.1 g of isophorone and 479.2 g of 3-cyano-3,5,5-trimethylcyclohexanone: the distillation residue... Starting materials: OCC1=CC=C(C=N1)CC=1C=C2C(N(C=NC2=C2C1C=CC=C2)[C@@H]2[C@H](COCC2)O)=O (6-{[6-(Hydroxymethyl)pyridine-3-yl]methyl}-3-[(3R,4S)-3-hydroxytetrahydro-2H-pyran-4-yl]benzo[h]quinazolin-4(3H)-one), BrCC1=CC(=NC=C1)Cl (4-(bromomethyl)-2-chloropyridine). Product: BrCC1=C2C(=NC=C1)N(C=C2)CC (4-(bromomethyl)-ethyl-1H-pyrrolo[2,3-b]pyridine). RXN SMILES: O[CH2:2][C:3]1[N:8]=[CH:7][C:6](CC2C=C3C(=C4C=CC=CC=24)N=CN([C@H]2CCOC[C@@H]2O)C3=O)=CC=1.[Br:32][CH2:33][C:34]1[CH:39]=[CH:38][N:37]=[C:36](Cl)[CH:35]=1>>[Br:32][CH2:33][C:34]1[CH:39]=[CH:38][N:37]=[C:36]2[N:8]([CH2:3][CH3:2])[CH:7]=[CH:6][C:35]=12. Procedure details: The title compound was prepared by the procedure described for the synthesis of 6-[(2-chloropyridin-4-yl)methyl]-3-[(3R,4S)-3-hydroxytetrahydro-2H-pyran-4-yl]benzo[h]quinazolin-4(3R)-one in Example 15, substituting 4-(bromomethyl)-1-ethyl-1H-pyrrolo[2,3-b]pyridine for 4-(bromomethyl)-2-chloropyridine. The resultant orange solid gave proton NMR spectra consistent with theory and a mass ion (ES+) of 455.2087 for [M+H]+ [Calc'd for C27H27N4O3, [M+H]+=455.2078]: 1H NMR (400 MHz, d6-DMSO) δ 9.01-8.98... The reactants are O=C1CCC(=O)N1Br, O=C(O)CC(=O)c1ccccc1, ClC(Cl)Cl. Product: O=C(O)C(Br)C(=O)c1ccccc1. As a reaction SMILES: [Br:13][N:14]1[C:15](=[O:16])[CH2:17][CH2:18][C:19]1=[O:20].[C:1]([c:2]1[cH:3][cH:4][cH:5][cH:6][cH:7]1)(=[O:8])[CH2:9][C:10](=[O:11])[OH:12].[CH:21]([Cl:22])([Cl:23])[Cl:24]>>[C:1]([c:2]1[cH:3][cH:4][cH:5][cH:6][cH:7]1)(=[O:8])[CH:9]([C:10](=[O:11])[OH:12])[Br:13]. Starting materials: CC(C)CC(C=O)NC(=O)OC(C)(C)C, [Li]CCCC, Cn1cncn1, [Cl-], [NH4+], C1CCOC1. The product is CC(C)CC(NC(=O)OC(C)(C)C)C(O)c1ncnn1C. RXN SMILES: [C:12]([CH3:13])([CH3:14])([CH3:15])[O:16][C:17](=[O:18])[NH:19][CH:20]([CH2:21][CH:22]([CH3:23])[CH3:24])[CH:25]=[O:26].[CH2:7]([Li:8])[CH2:9][CH2:10][CH3:11].[CH3:1][n:2]1[n:3][cH:4][n:5][cH:6]1.[Cl-:27].[NH4+:28].[O:29]1[CH2:30][CH2:31][CH2:32][CH2:33]1>>[CH3:1][n:2]1[n:3][cH:4][n:5][c:6]1[CH:25]([CH:20]([NH:19][C:17]([O:16][C:12]([CH3:13])([CH3:14])[CH3:15])=[O:18])[CH2:21][CH:22]([CH3:23])[CH3:24])[OH:26]. Reactants: C1(=CC=CC=C1)OC(=O)C1=CC2=C(NN=N2)C=C1 (1H-Benzotriazole-5-carboxylic acid phenyl ester), C(=O)Cl (formyl chloride), C(CCCCCCCCCCC)OC1=C(C=C(C=C1)C)NC(=O)C=1C=C(C2=CC=CC=C2C1O)OC(C1=C(C=CC=C1)NC)=O (2-methylamino-benzoic acid 3-(2-dodecyloxy-5-methyl-phenylcarbamoyl)-4-hydroxy-naphthalen-1-yl ester), CN(C1=CC=CC=C1)C (N,N-dimethylaniline). Run in C(C)#N (acetonitrile), C1CCOC1 (THF), C1CCOC1 (THF). Run at time 8 hour. Yields the product C(CCCCCCCCCCC)OC1=C(C=C(C=C1)C)NC(=O)C=1C=C(C2=CC=CC=C2C1O)OC(=O)C1=C(C=CC=C1)N(C(=O)N1N=NC2=C1C=CC(=C2)C(=O)OC2=CC=CC=C2)C (1-({2-[3-(2-Dodecyloxy-5-methyl-phenylcarbamoyl)-4-hydroxy-naphthalen-1-yloxycarbonyl]-phenyl}-methyl-carbamoyl)-benzotriazole-5-carboxylic acid, phenyl ester). Reaction SMILES: [C:1]1([O:7][C:8]([C:10]2[CH:18]=[CH:17][C:13]3[NH:14][N:15]=[N:16][C:12]=3[CH:11]=2)=[O:9])[CH:6]=[CH:5][CH:4]=[CH:3][CH:2]=1.[CH:19](Cl)=[O:20].[CH2:22]([O:34][C:35]1[CH:40]=[CH:39][C:38]([CH3:41])=[CH:37][C:36]=1[NH:42][C:43]([C:45]1[CH:46]=[C:47]([O:56][C:57](=[O:66])[C:58]2[CH:63]=[CH:62][CH:61]=[CH:60][C:59]=2[NH:64][CH3:65])[C:48]2[C:53]([C:54]=1[OH:55])=[CH:52][CH:51]=[CH:50][CH:49]=2)=[O:44])[CH2:23][CH2:24][CH2:25][CH2:26][CH2:27][CH2:28][CH2:29][CH2:30][CH2:31][CH2:32][CH3:33].CN(C)C1C=CC=CC=1>C1COCC1.C(#N)C>[CH2:22]([O:34][C:35]1[CH:40]=[CH:39][C:38]([CH3:41])=[CH:37][C:36]=1[NH:42][C:43]([C:45]1[CH:46]=[C:47]([O:56][C:57]([C:58]2[CH:63]=[CH:62][CH:61]=[CH:60][C:59]=2[N:64]([CH3:65])[C:19]([N:14]2[C:13]3[CH:17]=[CH:18][C:10]([C:8]([O:7][C:1]4[CH:2]=[CH:3][CH:4]=[CH:5][CH:6]=4)=[O:9])=[CH:11][C:12]=3[N:16]=[N:15]2)=[O:20])=[O:66])[C:48]2[C:53]([C:54]=1[OH:55])=[CH:52][CH:51]=[CH:50][CH:49]=2)=[O:44])[CH2:23][CH2:24][CH2:25][CH2:26][CH2:27][CH2:28][CH2:29][CH2:30][CH2:31][CH2:32][CH3:33]. Procedure: 1H-Benzotriazole-5-carboxylic acid phenyl ester, compound with formyl chloride(15.4 g, 0.051 mol) was dissolved in THF (200 ml) and added dropwise during 20 min to a solution of 2-methylamino-benzoic acid 3-(2-dodecyloxy-5-methyl-phenylcarbamoyl)-4-hydroxy-naphthalen-1-yl ester (31.1 g, 0.051 mol) and N,N-dimethylaniline (11.8 g, 0.097 mol) in THF (120 ml). The solution was stirred overnight. Liquid chromatography coupled to mass spectrometry indicated that the major product was the desired coup...